This data is from the Open Reaction Database (ORD), a public repository of structured organic reaction records. The task is: describe an organic reaction: reactants, conditions, products, and yield Reactants: C(C)(=O)O (acetic acid), S(O)(O)(=O)=O (sulphuric acid), ClC1=C2C(C(=CN(C2=CC(=C1F)Cl)C1=C(C=C(C=C1)F)F)C(=O)OCC)=O (ethyl 5,7-dichloro-6-fluoro-1-(2,4-difluorophenyl)-1,4-dihydro-4-oxo-3-quinolinecarboxylate), ice water. Solvent: O (water). Yields the product ClC1=C2C(C(=CN(C2=CC(=C1F)Cl)C1=C(C=C(C=C1)F)F)C(=O)O)=O (5,7-dichloro-6-fluoro-1-(2,4-difluorophenyl)-1,4-dihydro-4-oxo-3-quinolinecarboxylic acid). Isolated yield 91.5%. RXN SMILES: [Cl:1][C:2]1[C:11]([F:12])=[C:10]([Cl:13])[CH:9]=[C:8]2[C:3]=1[C:4](=[O:27])[C:5]([C:22]([O:24]CC)=[O:23])=[CH:6][N:7]2[C:14]1[CH:19]=[CH:18][C:17]([F:20])=[CH:16][C:15]=1[F:21].C(O)(=O)C.S(=O)(=O)(O)O>O>[Cl:1][C:2]1[C:11]([F:12])=[C:10]([Cl:13])[CH:9]=[C:8]2[C:3]=1[C:4](=[O:27])[C:5]([C:22]([OH:24])=[O:23])=[CH:6][N:7]2[C:14]1[CH:19]=[CH:18][C:17]([F:20])=[CH:16][C:15]=1[F:21]. Procedure details: 41.6 g of ethyl 5,7-dichloro-6-fluoro-1-(2,4-difluorophenyl)-1,4-dihydro-4-oxo-3-quinolinecarboxylate are heated under reflux with 250 ml of acetic acid, 200 ml of water and 28.5 ml of concentrated sulphuric acid for 3 hours. After cooling, the mixture is poured into 2 liter of ice-water and the precipitate is filtered off with suction, washed with water and dried. 35.5 g of 5,7-dichloro-6-fluoro-1-(2,4-difluorophenyl)-1,4-dihydro-4-oxo-3-quinolinecarboxylic acid are obtained, melting point: 244... The reactants are O=C(Cl)c1ccccc1, OCC1CO1, ClCCl, c1ccncc1. The product is O=C(OCC1CO1)c1ccccc1. As a reaction SMILES: [C:1]([c:2]1[cH:3][cH:4][cH:5][cH:6][cH:7]1)(=[O:8])[Cl:9].[CH:10]1([CH2:11][OH:12])[CH2:13][O:14]1.[Cl:21][CH2:22][Cl:23].[cH:15]1[cH:16][cH:17][n:18][cH:19][cH:20]1>>[C:1]([c:2]1[cH:3][cH:4][cH:5][cH:6][cH:7]1)(=[O:8])[O:12][CH2:11][CH:10]1[CH2:13][O:14]1. The reactants are BrBr (Bromine), BrC1=C(C(=C(C(=C1O)Br)Br)C(C)(C)C1=CC=C(C=C1)O)Br (tetrabromobisphenol-A), BrBr (bromine), OC1=CC=C(C=C1)C(C)(C)C1=CC=C(C=C1)O (bisphenol-A), BrC=1C(=C(C(=C(O)C1)Br)Br)C(C)(C)C1=CC=C(C=C1)O (tribromobisphenol-A), BrBr (bromine), OC1=CC=C(C=C1)C(C)(C)C1=CC=C(C=C1)O (bisphenol-A), BrBr (Bromine), OC1=CC=C(C=C1)C(C)(C)C1=CC=C(C=C1)O (bisphenol-A). The solvent is O (water), O (water), CO (methanol), CO (methanol), CO (methanol), O (water), CO (methanol). Run at temperature 30 celsius, time 60 minute. The product is BrC=1C(=C(C=CC1)O)Br (dibromophenol). The yield is 0.0%. As a reaction SMILES: OC1C=CC(C(C2C=CC(O)=CC=2)(C)C)=CC=1.BrBr.Br[C:21]1[C:22](C(C2C=CC(O)=CC=2)(C)C)=[C:23]([Br:29])[C:24]([Br:28])=[C:25]([CH:27]=1)[OH:26].BrC1C(O)=C(Br)C(Br)=C(C(C2C=CC(O)=CC=2)(C)C)C=1Br>O.CO>[Br:29][C:23]1[C:24]([Br:28])=[C:25]([OH:26])[CH:27]=[CH:21][CH:22]=1. Reported procedure: To a 2-liter 4-neck flask equipped with a -10° C. Friedrichs condenser, thermometer, mechanical stirrer, and 0.16 centimeter in diameter dip tube are added 180 grams (0.79 moles) of bisphenol-A and 880 mL of methanol containing 4 wt. % water. Bromine (513 grams, 3.2 moles) was fed with a peristaltic pump to a 1.8 meter, 0.63 centimeter outside diameter teflon tube held in hot water which was maintained at a temperature of >80° C. Bromine vapor thus generated was fed to the reaction flask over a ... The reactants are C1(=CC=CC=C1)N=C=O (Phenyl isocyanate), FC(C=1C=C(C(=O)NCC(=O)NCC2CCNCC2)C=CC1)(F)F (4-[{N-(3-(trifluoromethyl)benzoyl)glycyl}aminomethyl]piperidine), C1CCNCC1 ((piperidinomethyl)polystyrene), ClC1=CC=C(CCl)C=C1 (4-chlorobenzyl chloride). Solvent: CC#N (CH3CN), CC#N (CH3CN). Reaction conditions: temperature 60 celsius, time 2 hour. The product is ClC1=CC=C(CN2CCC(CC2)CNC(CNC(C2=CC(=CC=C2)C(F)(F)F)=O)=O)C=C1 (1-(4-chlorobenzyl)-4-[{N-(3-(trifluoromethyl)benzoyl)glycyl}aminomethyl]piperidine). Reaction SMILES: [F:1][C:2]([F:24])([F:23])[C:3]1[CH:4]=[C:5]([CH:20]=[CH:21][CH:22]=1)[C:6]([NH:8][CH2:9][C:10]([NH:12][CH2:13][CH:14]1[CH2:19][CH2:18][NH:17][CH2:16][CH2:15]1)=[O:11])=[O:7].C1CCNCC1.[Cl:31][C:32]1[CH:39]=[CH:38][C:35]([CH2:36]Cl)=[CH:34][CH:33]=1.C1(N=C=O)C=CC=CC=1>CC#N>[Cl:31][C:32]1[CH:39]=[CH:38][C:35]([CH2:36][N:17]2[CH2:18][CH2:19][CH:14]([CH2:13][NH:12][C:10](=[O:11])[CH2:9][NH:8][C:6](=[O:7])[C:5]3[CH:20]=[CH:21][CH:22]=[C:3]([C:2]([F:1])([F:23])[F:24])[CH:4]=3)[CH2:15][CH2:16]2)=[CH:34][CH:33]=1. Reported procedure: A solution of 4-[{N-(3-(trifluoromethyl)benzoyl)glycyl}aminomethyl]piperidine (30 mg, 0.087 mmol) in CH3CN (1.0 mL) and (piperidinomethyl)polystyrene (80 mg, 2.7 mmol base/g resin) were added to a solution of 4-chlorobenzyl chloride (11.7 mg, 0.073 mmol) in CH3CN (1.0 mL). The reaction mixture was stirred at 60° C. for 2 h. Phenyl isocyanate (10.4 mg, 0.087 mmol) was added to the cooled reaction mixture and the mixture was stirred at 25° C. for 1 h. The reaction mixture was loaded onto Varian™ S... Starting materials: C(C1=CC=CC=C1)ON1C(C2=CC=CC=3C2=C(C1=O)C=C(C3Br)OC)=O (2-Benzyloxy-6-bromo-5-methoxy-benzo[de]isoquinoline-1,3-dione), CN1CCNCC1 (N-methylpiperazine). Yields the product C(C1=CC=CC=C1)ON1C(C2=CC=CC=3C2=C(C1=O)C=C(C3N3CCN(CC3)C)OC)=O (2-benzyloxy-5-methoxy-6-(4-methyl-piperazin-1-yl)-benzo[de]isoquinoline-1,3-dione). As a reaction SMILES: [CH2:1]([O:8][N:9]1[C:18](=[O:19])[C:17]2[CH:20]=[C:21]([O:24][CH3:25])[C:22](Br)=[C:15]3[C:16]=2[C:11](=[CH:12][CH:13]=[CH:14]3)[C:10]1=[O:26])[C:2]1[CH:7]=[CH:6][CH:5]=[CH:4][CH:3]=1.[CH3:27][N:28]1[CH2:33][CH2:32][NH:31][CH2:30][CH2:29]1>>[CH2:1]([O:8][N:9]1[C:18](=[O:19])[C:17]2[CH:20]=[C:21]([O:24][CH3:25])[C:22]([N:31]3[CH2:32][CH2:33][N:28]([CH3:27])[CH2:29][CH2:30]3)=[C:15]3[C:16]=2[C:11](=[CH:12][CH:13]=[CH:14]3)[C:10]1=[O:26])[C:2]1[CH:7]=[CH:6][CH:5]=[CH:4][CH:3]=1. Procedure: 2-Benzyloxy-6-bromo-5-methoxy-benzo[de]isoquinoline-1,3-dione (0.5 g, from Example Z) was reacted with N-methylpiperazine (30 mL) following the procedure of Example 18 to give 0.5 g of 2-benzyloxy-5-methoxy-6-(4-methyl-piperazin-1-yl)-benzo[de]isoquinoline-1,3-dione. Hydrogenation of 2-benzyloxy-5-methoxy-6-(4-methyl-piperazin-1-yl)-benzo[de]isoquinoline-1,3-dione (0.3 g) at 40 psi in the presence of Pd/C (10%) in DMA (20 mL) afforded 0.2 g of the title compound as the free base. A solution of a... Reactants: Cl (HCl), COC(CC1CCN(CC1)C(C(C(NC(C1=CC=C(C=C1)C#N)=O)C1=CC(=CC=C1)Cl)(C)C)=O)=O (N-4-Cyanobenzoyl-β-m-chlorophenyl-α,α-dimethyl-β-alanyl-4-piperidineacetic acid methyl ester), N1=CC=CC=C1 (pyridine), S (hydrogen sulfide), aqueous solution, [OH-].[Li+] (lithium hydroxide). The solvent is C(C)N(CC)CC (triethylamine), CO (methanol). Conditions: time 8 hour. Product: C(N)(=N)C1=CC=C(C(=O)NC(C(C(=O)N2CCC(CC2)CC(=O)O)(C)C)C2=CC(=CC=C2)Cl)C=C1 (N-(N-4-amidinobenzoyl-β-m-chlorophenyl-α,α-dimethyl-β-alanyl)-4-piperidineacetic acid). Yield: 20.0%. Reaction SMILES: C[O:2][C:3](=[O:35])[CH2:4][CH:5]1[CH2:10][CH2:9][N:8]([C:11](=[O:34])[C:12]([CH3:33])([CH3:32])[CH:13]([C:25]2[CH:30]=[CH:29][CH:28]=[C:27]([Cl:31])[CH:26]=2)[NH:14][C:15](=[O:24])[C:16]2[CH:21]=[CH:20][C:19]([C:22]#[N:23])=[CH:18][CH:17]=2)[CH2:7][CH2:6]1.S.[OH-].[Li+].Cl.[N:40]1C=CC=CC=1>CO.C(N(CC)CC)C>[C:22]([C:19]1[CH:18]=[CH:17][C:16]([C:15]([NH:14][CH:13]([C:25]2[CH:30]=[CH:29][CH:28]=[C:27]([Cl:31])[CH:26]=2)[C:12]([CH3:32])([CH3:33])[C:11]([N:8]2[CH2:9][CH2:10][CH:5]([CH2:4][C:3]([OH:2])=[O:35])[CH2:6][CH2:7]2)=[O:34])=[O:24])=[CH:21][CH:20]=1)(=[NH:40])[NH2:23] |f:2.3|. Reported procedure: N-4-Cyanobenzoyl-β-m-chlorophenyl-α,α-dimethyl-β-alanyl-4-piperidineacetic acid methyl ester (80 mg, 0.16 mmol) was dissolved in pyridine (10 ml). To the resulting solution was added triethylamine (1 ml) and the mixture was saturated with hydrogen sulfide gas. The reaction vessel was sealed and the reaction mixture was stirred at room temperature overnight. The pyridine was distilled off and the volatile products were removed by two cycles of toluene azeotropy. The residue was dissolved in aceto...